From a dataset of the Open Reaction Database (ORD), a public repository of structured organic reaction records. describe an organic reaction: reactants, conditions, products, and yield The reactants are C(C)OC(C(CN=[N+]=[N-])O)OCC (3-azido-2-hydroxypropanal diethyl acetal), C(C)N(CC)S(F)(F)F (diethylaminosulfurtrifluoride). Run in C1=CC=CC=C1 (benzene). Yields the product C(C)OC(C(CN=[N+]=[N-])F)OCC (3-azido-2-fluoropropanal diethyl acetal). Yield: 65.0%. Reaction SMILES: [CH2:1]([O:3][CH:4]([O:11][CH2:12][CH3:13])[CH:5](O)[CH2:6][N:7]=[N+:8]=[N-:9])[CH3:2].C(N(S(F)(F)[F:20])CC)C>C1C=CC=CC=1>[CH2:1]([O:3][CH:4]([O:11][CH2:12][CH3:13])[CH:5]([F:20])[CH2:6][N:7]=[N+:8]=[N-:9])[CH3:2]. Procedure: To a stirring solution of 3-azido-2-hydroxypropanal diethyl acetal (7.32 g, 38.73 mmol) in dry benzene (50 mL) was added diethylaminosulfurtrifluoride (DAST; 20.6 mL) at -78° C. After the addition, the solution was stirred at room temperature for an hour, then heated to 70° C. for 12 hours. The reaction was quenched by the addition of methanol at zero degrees C and diluted with water. After dichloromethane extraction, the organic layer was dried over MgSO4 and concentrated in vacuo. The crude pr... Reactants: CO, CCOC(C)=O, Cc1c(NC(C(=O)O)C(C)O)ccc(C#N)c1Cl, Cc1c(NC(C(=O)NNC(=O)c2ccccc2)C(C)O)ccc(C#N)c1Cl, NNC(=O)c1cccc(O)c1. The product is Cc1c(NC(C(=O)NNC(=O)c2cccc(O)c2)C(C)O)ccc(C#N)c1Cl. Reaction SMILES: [CH3:57][OH:58].[CH3:59][CH2:60][O:61][C:62]([CH3:63])=[O:64].[Cl:1][c:2]1[c:3]([CH3:18])[c:4]([NH:10][CH:11]([C:12](=[O:13])[OH:14])[CH:15]([CH3:16])[OH:17])[cH:5][cH:6][c:7]1[C:8]#[N:9].[Cl:30][c:31]1[c:32]([CH3:33])[c:34]([NH:35][CH:36]([CH:37]([OH:38])[CH3:39])[C:40]([NH:41][NH:42][C:43](=[O:44])[c:45]2[cH:46][cH:47][cH:48][cH:49][cH:50]2)=[O:51])[cH:52][cH:53][c:54]1[C:55]#[N:56].[OH:19][c:20]1[cH:21][c:22]([C:23](=[O:24])[NH:25][NH2:26])[cH:27][cH:28][cH:29]1>>[Cl:1][c:2]1[c:3]([CH3:18])[c:4]([NH:10][CH:11]([C:12](=[O:14])[NH:26][NH:25][C:23]([c:22]2[cH:21][c:20]([OH:19])[cH:29][cH:28][cH:27]2)=[O:24])[CH:15]([CH3:16])[OH:17])[cH:5][cH:6][c:7]1[C:8]#[N:9]. Reactants: ClCC(=O)N1C(SC[C@H]1C(=O)O)C1=C(C=CC=C1)O ((4R)-3-Chloroacetyl-2-(2-hydroxyphenyl)-4-thiazolidinecarboxylic acid), NCC(=O)O (glycine), Cl (hydrochloric acid). Run in [OH-].[Na+] (sodium hydroxide). Run at time 8 hour. The product is C(=O)(O)CNCC(=O)N1C(SC[C@H]1C(=O)O)C1=C(C=CC=C1)O ((4R)-3-[(Carboxymethylamino)acetyl]-2-(2-hydroxyphenyl)-4-thiazolidinecarboxylic acid). RXN SMILES: Cl[CH2:2][C:3]([N:5]1[C@H:9]([C:10]([OH:12])=[O:11])[CH2:8][S:7][CH:6]1[C:13]1[CH:18]=[CH:17][CH:16]=[CH:15][C:14]=1[OH:19])=[O:4].[NH2:20][CH2:21][C:22]([OH:24])=[O:23].Cl>[OH-].[Na+]>[C:22]([CH2:21][NH:20][CH2:2][C:3]([N:5]1[C@H:9]([C:10]([OH:12])=[O:11])[CH2:8][S:7][CH:6]1[C:13]1[CH:18]=[CH:17][CH:16]=[CH:15][C:14]=1[OH:19])=[O:4])([OH:24])=[O:23] |f:3.4|. Reported procedure: (4R)-3-Chloroacetyl-2-(2-hydroxyphenyl)-4-thiazolidinecarboxylic acid (6 g) was added to a stirred solution of glycine (1.5 g) in N sodium hydroxide (80 ml), and stirred overnight at room temperature. The solution was adjusted to pH 1.5 by 20% hydrochloric acid and washed with ethyl acetate. The aqueous layer was adjusted to pH 3.2, and the separated crystals were collected by filtration to 3.28 g (48.2%) of the titled compound: mp 181°-182° C. (dec.) (water); [α]D24 +271.2° (c=0.5, N--NaOH). IR... Starting materials: CC(C=O)CSC1=CC=C(C=C1)C(F)(F)F (2-methyl-3-(4-trifluoromethylphenylthio)propanal), FC(C1=CC=C(C=C1)SC(CC=O)C)(F)F (3-(4-trifluoromethylphenylthio)butanal), C1(=CC=CC=C1)C (toluene). Product: OC(CC(C)=O)C(CSC1=CC=C(C=C1)C(F)(F)F)C (4-hydroxy-5-methyl-6-(4-trifluoromethylphenylthio)-2-hexanone). The yield is 71.1%. Reaction SMILES: [CH3:1][CH:2]([CH2:5][S:6][C:7]1[CH:12]=[CH:11][C:10]([C:13]([F:16])([F:15])[F:14])=[CH:9][CH:8]=1)[CH:3]=[O:4].FC(F)(F)C1C=CC(SC(C)[CH2:27][CH:28]=[O:29])=CC=1.[C:33]1(C)C=CC=CC=1>>[OH:4][CH:3]([CH:2]([CH3:1])[CH2:5][S:6][C:7]1[CH:12]=[CH:11][C:10]([C:13]([F:16])([F:14])[F:15])=[CH:9][CH:8]=1)[CH2:33][C:28](=[O:29])[CH3:27]. Reported procedure: The same procedure as in Production example 27 was repeated except that 59.6 g of a toluene solution containing 41.6% of 2-methyl-3-(4-trifluoromethylphenylthio)propanal was used in place of the toluene solution containing 3-(4-trifluoromethylphenylthio)butanal. Thus, 36.67 g of crude 4-hydroxy-5-methyl-6-(4-trifluoromethylphenylthio)-2-hexanone were obtained (purity: 59.3%, yield: 71.1%). Reactants: CC(C)CCNC(=O)c1ccc(N2CCNCC2)nn1, O=C(O)c1[nH]cnc1C(F)(F)F. Product: CC(C)CCNC(=O)c1ccc(N2CCN(C(=O)c3[nH]cnc3C(F)(F)F)CC2)nn1. As a reaction SMILES: [CH3:13][CH:14]([CH2:15][CH2:16][NH:17][C:18](=[O:19])[c:20]1[n:21][n:22][c:23]([N:26]2[CH2:27][CH2:28][NH:29][CH2:30][CH2:31]2)[cH:24][cH:25]1)[CH3:32].[F:1][C:2]([c:3]1[c:4]([C:8](=[O:9])[OH:10])[nH:5][cH:6][n:7]1)([F:11])[F:12]>>[F:1][C:2]([c:3]1[c:4]([C:8](=[O:10])[N:29]2[CH2:28][CH2:27][N:26]([c:23]3[n:22][n:21][c:20]([C:18]([NH:17][CH2:16][CH2:15][CH:14]([CH3:13])[CH3:32])=[O:19])[cH:25][cH:24]3)[CH2:31][CH2:30]2)[nH:5][cH:6][n:7]1)([F:11])[F:12]. Starting materials: C1(CCCC1)C(CC1=CC(OC(O1)(C)C)=O)(C#CC1=C(C=C(C(=C1)F)CO)OC)O (6-[2-cyclopentyl-4-(5-fluoro-4-hydroxymethyl-2-methoxy-phenyl)-2-hydroxy-but-3-ynyl]-2,2 dimethyl-[1,3]dioxin-4-one), C1(CCCC1)C(CC1=CC(OC(O1)(C)C)=O)(C#CC1=CC(=NC=C1OC)CC)O (6-[2-Cyclopentyl-4-(2-ethyl-5-methoxy-pyridin-4-yl)-2-hydroxy-but-3-ynyl]-2,2-dimethyl-[1,3]dioxin-4-one). Product: C1(CCCC1)C1(CC(CC(O1)=O)=O)CCC1=C(C=C(C(=C1)F)CO)OC (6-Cyclopentyl-6-[2-(5-fluoro-4-hydroxymethyl-2-methoxy-phenyl)-ethyl]-dihydro-pyran-2,4-dione). As a reaction SMILES: [CH:1]1([C:6]([OH:30])([C:17]#[C:18][C:19]2[CH:24]=[C:23]([F:25])[C:22]([CH2:26][OH:27])=[CH:21][C:20]=2[O:28][CH3:29])[CH2:7][C:8]2[O:13]C(C)(C)[O:11][C:10](=O)[CH:9]=2)[CH2:5][CH2:4][CH2:3][CH2:2]1.C1(C(O)(C#CC2C(OC)=CN=C(CC)C=2)CC2OC(C)(C)OC(=O)C=2)CCCC1>>[CH:1]1([C:6]2([CH2:17][CH2:18][C:19]3[CH:24]=[C:23]([F:25])[C:22]([CH2:26][OH:27])=[CH:21][C:20]=3[O:28][CH3:29])[O:30][C:10](=[O:11])[CH2:9][C:8](=[O:13])[CH2:7]2)[CH2:2][CH2:3][CH2:4][CH2:5]1. Procedure details: The desired product was prepared analogously to example A(2), where 6-[2-cyclopentyl-4-(5-fluoro-4-hydroxymethyl-2-methoxy-phenyl)-2-hydroxy-but-3-ynyl]-2,2 dimethyl-[1,3]dioxin-4-one (1.28 g, 3.03 mmol) was substituted in place 6-[2-Cyclopentyl-4-(2-ethyl-5-methoxy-pyridin-4-yl)-2-hydroxy-but-3-ynyl]-2,2-dimethyl-[1,3]dioxin-4-one. Yield: 1.4 g, 38%. 1H NMR (400 MHz, CDCl3) δ: 1.37–1.49 (1 H, m) 1.53–1.97 (9 H, m) 2.53–2.6 (1 H, m) 2.64–2.7 (1 H, m) 2.75 (2 H, s) 3.41 (2 H, s) 3.79 (3 H, s) 4.7...